From a dataset of the Open Reaction Database (ORD), a public repository of structured organic reaction records. describe an organic reaction: reactants, conditions, products, and yield The reactants are C(C1=CC=CC=C1)OC(C([C@@H](CC(C)C)C(N[C@@H]1C(NCCCCCCN2C=3C=CC=CC3C(C1)=C2)=O)=O)C(=O)OC)=O ((3R,10S)-2-methoxycarbonyl-5-methyl-3-(9-oxo-1,8-diazatricyclo[10.6.1.013,18 ]nonadeca-12(19),13(18),14,16-tetraen-10-ylcarbamoyl)hexanoic acid benzyl ester), C(=O)[O-].[NH4+] (ammonium formate). Reagents/catalysts: [Pd] (Pd on activated charcoal). Run in C(C)O (ethanol). Conditions: time 3 hour. The product is COC(=O)C(C(=O)O)[C@@H](CC(C)C)C(N[C@@H]1C(NCCCCCCN2C=3C=CC=CC3C(C1)=C2)=O)=O ((3R,10S)-2-methoxycarbonyl-5-methyl-3-(9-oxo-1,8-diazatricyclo[10.6.1.013,18 ]nonadeca-12(19),13(18),14,16-tetraen-10-ylcarbamoyl)hexanoic acid). Reaction SMILES: [CH2:1]([O:8][C:9](=[O:43])[CH:10]([C:39]([O:41]C)=[O:40])[C@H:11]([C:16](=[O:38])[NH:17][C@H:18]1[CH2:35][C:34]2=[CH:36][N:27]([C:28]3[CH:29]=[CH:30][CH:31]=[CH:32][C:33]=32)[CH2:26][CH2:25][CH2:24][CH2:23][CH2:22][CH2:21][NH:20][C:19]1=[O:37])[CH2:12][CH:13]([CH3:15])[CH3:14])C1C=CC=CC=1.C([O-])=O.[NH4+]>C(O)C.[Pd]>[CH3:1][O:8][C:9]([CH:10]([C@H:11]([C:16](=[O:38])[NH:17][C@H:18]1[CH2:35][C:34]2=[CH:36][N:27]([C:28]3[CH:29]=[CH:30][CH:31]=[CH:32][C:33]=32)[CH2:26][CH2:25][CH2:24][CH2:23][CH2:22][CH2:21][NH:20][C:19]1=[O:37])[CH2:12][CH:13]([CH3:15])[CH3:14])[C:39]([OH:41])=[O:40])=[O:43] |f:1.2|. Procedure details: Alternatively, (3R,10S)-2-methoxycarbonyl-5-methyl-3-(9-oxo-1,8-diazatricyclo[10.6.1.013,18 ]nonadeca-12(19),13(18),14,16-tetraen-10-ylcarbamoyl)hexanoic acid benzyl ester was taken up in ethanol (35 mL, some heating was required) and ammonium formate 1642 mg, 3 eq) was added followed by 10% Pd on activated charcoal (100 mg). After stirring under argon at room temperature for 3 hrs. the reaction was complete. The mixture was suction-filtered through a 1 cm bed of celite, then it was concentrated... The reactants are CCOC(=O)C1(CCCCCC2CCCCC2)CO1, [Na+], C1CCOC1, [OH-]. The product is [Na+], O=C([O-])C1(CCCCCC2CCCCC2)CO1. As a reaction SMILES: [CH2:1]([CH3:2])[O:3][C:4](=[O:5])[C:6]1([CH2:9][CH2:10][CH2:11][CH2:12][CH2:13][CH:14]2[CH2:15][CH2:16][CH2:17][CH2:18][CH2:19]2)[O:7][CH2:8]1.[Na+:21].[O:22]1[CH2:23][CH2:24][CH2:25][CH2:26]1.[OH-:20]>>[Na+:21].[O:3]=[C:4]([O-:5])[C:6]1([CH2:9][CH2:10][CH2:11][CH2:12][CH2:13][CH:14]2[CH2:15][CH2:16][CH2:17][CH2:18][CH2:19]2)[O:7][CH2:8]1. The reactants are Cc1ccccc1, O=C(O)c1ccccc1, O=S(Cl)Cl. The product is O=C(Cl)c1ccccc1. RXN SMILES: [CH3:14][c:15]1[cH:16][cH:17][cH:18][cH:19][cH:20]1.[OH:5][C:6](=[O:7])[c:8]1[cH:9][cH:10][cH:11][cH:12][cH:13]1.[S:1]([Cl:2])([Cl:3])=[O:4]>>[Cl:3][C:6](=[O:5])[c:8]1[cH:9][cH:10][cH:11][cH:12][cH:13]1. The reactants are ClC(C(=O)C1=CC=C2CN(C3=C(CN21)C=CC=C3)C(=O)C3=CC(=C(C=C3)C3=C(C=CC=C3)C)OC)(Cl)Cl (2,2,2-Trichloro-1-{10-[(2-methoxy-2′-methyl-1,1′-biphenyl-4-yl)carbonyl]-10,11-dihydro-5H-pyrrolo[2,1-c][1,4]benzodiazepin-3-yl}ethanone), NCC(O)C1=CC=CC=C1 ((±)-2-amino-1-phenylethanol). The product is OC(CNC(=O)C1=CC=C2CN(C3=C(CN21)C=CC=C3)C(=O)C3=CC(=C(C=C3)C3=C(C=CC=C3)C)OC)C3=CC=CC=C3 (N-(2-HYDROXY-2-PHENYLETHYL)-10-[(2-METHOXY-2′-METHYL-1,1′-BIPHENYL-4-YL)CARBONYL]-10,11-DIHYDRO-5H-PYRROLO[2,1-C][1,4]BENZODIAZEPINE-3-CARBOXAMIDE). As a reaction SMILES: ClC(Cl)(Cl)[C:3]([C:5]1[N:14]2[C:8]([CH2:9][N:10]([C:19]([C:21]3[CH:26]=[CH:25][C:24]([C:27]4[CH:32]=[CH:31][CH:30]=[CH:29][C:28]=4[CH3:33])=[C:23]([O:34][CH3:35])[CH:22]=3)=[O:20])[C:11]3[CH:18]=[CH:17][CH:16]=[CH:15][C:12]=3[CH2:13]2)=[CH:7][CH:6]=1)=[O:4].[NH2:38][CH2:39][CH:40]([C:42]1[CH:47]=[CH:46][CH:45]=[CH:44][CH:43]=1)[OH:41]>>[OH:41][CH:40]([C:42]1[CH:47]=[CH:46][CH:45]=[CH:44][CH:43]=1)[CH2:39][NH:38][C:3]([C:5]1[N:14]2[C:8]([CH2:9][N:10]([C:19]([C:21]3[CH:26]=[CH:25][C:24]([C:27]4[CH:32]=[CH:31][CH:30]=[CH:29][C:28]=4[CH3:33])=[C:23]([O:34][CH3:35])[CH:22]=3)=[O:20])[C:11]3[CH:18]=[CH:17][CH:16]=[CH:15][C:12]=3[CH2:13]2)=[CH:7][CH:6]=1)=[O:4]. Procedure: The title compound was prepared in the manner of Example 36 from 2,2,2-trichloro-1-{10-[(2-methoxy-2′-methyl-1,1′-biphenyl-4-yl)carbonyl]-10,11-dihydro-5H-pyrrolo[2,1-c][1,4]benzodiazepin-3-yl}ethanone of Example 35 and (±)-2-amino-1-phenylethanol. Purification was performed using HPLC with a normal phase column. Elution with a two phase solvent system (A=hexane, B=dichloromethane/methanol, 4:1) gave the title compound in 77% yield, m.p. 214-215° C. MS [(+)ESI, m/z]: 572 [M+H]+ Reactants: CNN (Methylhydrazine), C(CC)OC(OCCC)=O (di-n-propylcarbonate). Yields the product CN(N)C(=O)OCCC (1-methyl-1-propoxycarbonyl hydrazine), CNNC(=O)OCCC (2-methyl-1-propoxycarbonyl hydrazine). As a reaction SMILES: [CH3:1][NH:2][NH2:3].[CH2:4]([O:7][C:8](=[O:13])[O:9]CCC)[CH2:5][CH3:6]>>[CH3:1][N:2]([C:8]([O:7][CH2:4][CH2:5][CH3:6])=[O:9])[NH2:3].[CH3:1][NH:2][NH:3][C:8]([O:7][CH2:4][CH2:5][CH3:6])=[O:13]. Procedure details: Methylhydrazine (7.2 g, 1.16 mole) and di-n-propylcarbonate (5 g, 0.034 mole) were stirred at room temperature for 96 hours to yield 1-methyl-1-propoxycarbonyl hydrazine and 2-methyl-1-propoxycarbonyl hydrazine in approximately equal amounts. The reaction was concentrated in vacuo and fractionated (F1, 2.0 g, 72°-76° a/0.8 mm Hg; F2, 1.1 g, 76°-88° a/0.8 mm Hg; F3, 1.1 g, 88°-90° a/0.8 mm Hg). F1 was a mixture of 1-methyl-1-propoxycarbonyl hydrazine and 2-methyl-1-propoxycarbonyl hydrazine in 4 ...